The task is: describe an organic reaction: reactants, conditions, products, and yield. This data is from the Open Reaction Database (ORD), a public repository of structured organic reaction records. Starting materials: [Al+3], [Cl-], [Cl-], [Cl-], Cl, O=[N+]([O-])c1ccccc1, O=C1CCC(=O)O1, c1cc2ccc3cccc4ccc(c1)c2c34. Yields the product O=C(O)CCC(=O)c1ccc2ccc3cccc4ccc1c2c34. As a reaction SMILES: [Al+3:9].[Cl-:10].[Cl-:11].[Cl-:8].[ClH:28].[O-:29][N+:30]([c:31]1[cH:32][cH:33][cH:34][cH:35][cH:36]1)=[O:37].[O:1]=[C:2]1[CH2:3][CH2:4][C:5](=[O:6])[O:7]1.[cH:12]1[cH:13][c:14]2[cH:15][cH:16][c:17]3[cH:18][cH:19][cH:20][c:21]4[cH:22][cH:23][c:24]([cH:25]1)[c:26]2[c:27]34>>[O:1]=[C:2]([CH2:3][CH2:4][C:5](=[O:6])[OH:7])[c:18]1[c:17]2[cH:16][cH:15][c:14]3[cH:13][cH:12][cH:25][c:24]4[cH:23][cH:22][c:21]([cH:20][cH:19]1)[c:27]2[c:26]34. Starting materials: CC(C)=CC (2-methyl-2-butene), CC(C)(C)O (t-BuOH), BrC=1C=C(SC1)C=O (4-bromothiophene-2-carbaldehyde), Cl(=O)[O-].[Na+] (sodium chlorite), OP(=O)(O)[O-].[Na+] (sodium phosphate monobasic), Cl(=O)[O-].[Na+] (sodium chlorite), OP(=O)(O)[O-].[Na+] (sodium phosphate monobasic). The solvent is O (water), O (water). Run at temperature 23 celsius, time 1 hour. The product is BrC=1C=C(SC1)C(=O)OC (Methyl 4-bromothiophene-2-carboxylate). Reaction SMILES: [Br:1][C:2]1[CH:3]=[C:4]([CH:7]=[O:8])[S:5][CH:6]=1.Cl([O-])=O.[Na+].OP([O-])(O)=O.[Na+].CC(=CC)C.C[C:25]([OH:28])(C)C>O>[Br:1][C:2]1[CH:3]=[C:4]([C:7]([O:28][CH3:25])=[O:8])[S:5][CH:6]=1 |f:1.2,3.4|. Procedure: A biphasic mixture of 4-bromothiophene-2-carbaldehyde (13.2 g, 69.1 mmol, 1 equiv), sodium chlorite (9.40 g, 104 mmol, 1.50 equiv), sodium phosphate monobasic (9.53 g, 69.1 mmol, 1.00 equiv) in a mixture of t-BuOH (120 mL), 2-methyl-2-butene (20 mL), and water (50 mL) was stirred at 23° C. for 1 hour. More sodium chlorite 3.00 g, 33.2 mmol, 0.480 equiv) and a solution of sodium phosphate monobasic (3.00 g, 21.7 mmol, 0.315 equiv) in water (25 mL) were added. The resulting mixture was stirred for... Starting materials: C1(=CC=CC2=CC=CC=C12)CC(=O)O (1-naphthylacetic acid), Cl.C(C(C)C)OC([C@@H](N)C)=O (L-alanine iso-butyl ester hydrochloride). Yields the product C(C(C)C)OC([C@@H](NC(CC1=CC=CC2=CC=CC=C12)=O)C)=O (N-[(1-naphthyl)acetyl]-L-alanine iso-butyl ester). RXN SMILES: [C:1]1([CH2:11][C:12]([OH:14])=O)[C:10]2[C:5](=[CH:6][CH:7]=[CH:8][CH:9]=2)[CH:4]=[CH:3][CH:2]=1.Cl.[CH2:16]([O:20][C:21](=[O:25])[C@H:22]([CH3:24])[NH2:23])[CH:17]([CH3:19])[CH3:18]>>[CH2:16]([O:20][C:21](=[O:25])[C@H:22]([CH3:24])[NH:23][C:12](=[O:14])[CH2:11][C:1]1[C:10]2[C:5](=[CH:6][CH:7]=[CH:8][CH:9]=2)[CH:4]=[CH:3][CH:2]=1)[CH:17]([CH3:19])[CH3:18] |f:1.2|. Procedure: Following General Procedure BB and using 1-naphthylacetic acid (Aldrich) and L-alanine iso-butyl ester hydrochloride (from Example BB above), the title compound was prepared as a solid having a melting point of 69°-73° C. The reaction was monitored by tlc on silica gel and purification was by extraction with Et2O followed by washes with aqueous K2CO3 and aqueous HCl.